This data is from the Open Reaction Database (ORD), a public repository of structured organic reaction records. The task is: describe an organic reaction: reactants, conditions, products, and yield The reactants are ClC1=C(C=C2C(NC=NC2=C1)=O)[N+](=O)[O-] (7-Chloro-6-nitro-4(3H)-quinazolinone), C(C)N (ethylamine). Run in C(CCC)O (n-butanol). Reaction conditions: temperature 100 celsius, time 15 minute. Yields the product C(C)NC1=C(C=C2C(NC=NC2=C1)=O)[N+](=O)[O-] (7-Ethylamino-6-nitro-4 (3H)-quinazolinone). Isolated yield 40.0%. Reaction SMILES: Cl[C:2]1[CH:11]=[C:10]2[C:5]([C:6](=[O:12])[NH:7][CH:8]=[N:9]2)=[CH:4][C:3]=1[N+:13]([O-:15])=[O:14].[CH2:16]([NH2:18])[CH3:17]>C(O)CCC>[CH2:16]([NH:18][C:2]1[CH:11]=[C:10]2[C:5]([C:6](=[O:12])[NH:7][CH:8]=[N:9]2)=[CH:4][C:3]=1[N+:13]([O-:15])=[O:14])[CH3:17]. Procedure details: 7-Chloro-6-nitro-4(3H)-quinazolinone (20.0 g, 88.7 mmol) was suspended in n-butanol (150 ml), 70% aqueous ethylamine solution (120 ml) was added thereto, and the mixture was stirred for 15 minutes to give a clear solution which was then heated for 9 hours in a sealed tube in an oil bath (oil bath temperature set at 100° C. ). After the reaction was completed, the reaction mixture was left and cooled to precipitate yellow solids (first crystal) which were then filtered off. The first crystal was ... Starting materials: CN(C)CC1=CC=C(CSCCSC)O1 (2-[[5-[(dimethylamino)methyl]furfuryl]thio]ethylmethylsulphide), [N+](=O)([O-])C=C(NC1CCCCC1)N (2-nitro-N-cyclohexyl-1,1-ethenediamine), product. Yields the product CN(C)CC1=CC=C(CSCCNC(=C[N+](=O)[O-])NC2CCCCC2)O1 (N-[2-[[5-[(dimethylamino)methyl]furfuryl]thio]ethyl]-N'-(cyclohexyl)-2-nitro-1,1-ethenediamine). RXN SMILES: [CH3:1][N:2]([CH2:4][C:5]1[O:15][C:8]([CH2:9][S:10][CH2:11][CH2:12]SC)=[CH:7][CH:6]=1)[CH3:3].[N+:16]([CH:19]=[C:20]([NH2:28])[NH:21][CH:22]1[CH2:27][CH2:26][CH2:25][CH2:24][CH2:23]1)([O-:18])=[O:17]>>[CH3:1][N:2]([CH2:4][C:5]1[O:15][C:8]([CH2:9][S:10][CH2:11][CH2:12][NH:28][C:20]([NH:21][CH:22]2[CH2:27][CH2:26][CH2:25][CH2:24][CH2:23]2)=[CH:19][N+:16]([O-:18])=[O:17])=[CH:7][CH:6]=1)[CH3:3]. Reported procedure: 24.54 grams of 2-[[5-[(dimethylamino)methyl]furfuryl]thio]ethylmethylsulphide are reacted with 37 grams of 2-nitro-N-cyclohexyl-1,1-ethenediamine at 80° C. for 3 hours. Th mixture is cooled and the procedure described in Example 1 is followed. The product melts at 97°-99° C. Spectrophotometric analyses confirm its structure. Starting materials: ClCC(C(CCCl)(C)C)=O (1,5-dichloro-3,3-dimethyl-2-pentanone), O (water), ClC1=CC=C(C=C1)S (4-chlorothiophenol), C([O-])([O-])=O.[K+].[K+] (potassium carbonate), O (water). Run in C1(=CC=CC=C1)C (toluene), C1(=CC=CC=C1)C (toluene). Run at temperature 100 celsius, time 5 hour. Product: ClC1=CC=C(C=C1)SCC(C(CCCl)(C)C)=O (1-(4-chlorophenylthio)-5-chloro-3,3-dimethyl-2-pentanone). Isolated yield 94.4%. RXN SMILES: [Cl:1][C:2]1[CH:7]=[CH:6][C:5]([SH:8])=[CH:4][CH:3]=1.C(=O)([O-])[O-].[K+].[K+].O.Cl[CH2:17][C:18](=[O:25])[C:19]([CH3:24])([CH3:23])[CH2:20][CH2:21][Cl:22]>C1(C)C=CC=CC=1>[Cl:1][C:2]1[CH:7]=[CH:6][C:5]([S:8][CH2:17][C:18](=[O:25])[C:19]([CH3:24])([CH3:23])[CH2:20][CH2:21][Cl:22])=[CH:4][CH:3]=1 |f:1.2.3|. Procedure details: 86.7 g (0.6 mole) of 4-chlorothiophenol and 82.8 g (0.6 mole) of potassium carbonate in 500 ml of toluene are heated under reflux for 2 hours, using a water separator. 91.5 g (0.5 mole) of 1,5-dichloro-3,3-dimethyl-2-pentanone in 200 ml of toluene are then added at 100° C. The reaction mixture is stirred at 100° C. for 5 hours and is then allowed to cool, and is stirred with 500 ml of water. The organic phase is separated off, washed with dilute sodium hydroxide solution and with water, dried ov... Reactants: CC(=O)Nc1nc2ccnc(-c3cccc(NS(=O)(=O)c4ccc(C)cc4)c3)n2n1, Cl, C1COCCO1. The product is Cc1ccc(S(=O)(=O)Nc2cccc(-c3nccc4nc(N)nn34)c2)cc1. As a reaction SMILES: [CH3:1][c:2]1[cH:3][cH:4][c:5]([S:8](=[O:9])(=[O:10])[NH:11][c:12]2[cH:13][c:14](-[c:18]3[n:19][cH:20][cH:21][c:22]4[n:23]3[n:24][c:25]([NH:27][C:28](=[O:29])[CH3:30])[n:26]4)[cH:15][cH:16][cH:17]2)[cH:6][cH:7]1.[ClH:31].[O:32]1[CH2:33][CH2:34][O:35][CH2:36][CH2:37]1>>[CH3:1][c:2]1[cH:3][cH:4][c:5]([S:8](=[O:9])(=[O:10])[NH:11][c:12]2[cH:13][c:14](-[c:18]3[n:19][cH:20][cH:21][c:22]4[n:23]3[n:24][c:25]([NH2:27])[n:26]4)[cH:15][cH:16][cH:17]2)[cH:6][cH:7]1.